This data is from the Open Reaction Database (ORD), a public repository of structured organic reaction records. The task is: describe an organic reaction: reactants, conditions, products, and yield The reactants are CCOC(=O)CCCCBr, C1CCCCC1, NC(c1ccccc1)c1ccccc1. Yields the product CCOC(=O)CCCCNC(c1ccccc1)c1ccccc1. RXN SMILES: [Br:1][CH2:2][CH2:3][CH2:4][CH2:5][C:6](=[O:7])[O:8][CH2:9][CH3:10].[CH2:25]1[CH2:26][CH2:27][CH2:28][CH2:29][CH2:30]1.[CH:11]([c:12]1[cH:13][cH:14][cH:15][cH:16][cH:17]1)([c:18]1[cH:19][cH:20][cH:21][cH:22][cH:23]1)[NH2:24]>>[CH2:2]([CH2:3][CH2:4][CH2:5][C:6](=[O:7])[O:8][CH2:9][CH3:10])[NH:24][CH:11]([c:12]1[cH:13][cH:14][cH:15][cH:16][cH:17]1)[c:18]1[cH:19][cH:20][cH:21][cH:22][cH:23]1. Starting materials: CC1(C)C(=O)NC(=O)N1CCNc1ncc(Br)c(-c2cc3cc([N+](=O)[O-])ccc3s2)n1, CCO, [In], O. Yields the product CC1(C)C(=O)NC(=O)N1CCNc1ncc(Br)c(-c2cc3cc(N)ccc3s2)n1. RXN SMILES: [Br:1][c:2]1[c:3](-[c:20]2[cH:21][c:22]3[c:23]([s:24]2)[cH:25][cH:26][c:27]([N+:29]([O-:30])=[O:31])[cH:28]3)[n:4][c:5]([NH:8][CH2:9][CH2:10][N:11]2[C:12](=[O:19])[NH:13][C:14](=[O:18])[C:15]2([CH3:16])[CH3:17])[n:6][cH:7]1.[CH3:32][CH2:33][OH:34].[In:35].[OH2:36]>>[Br:1][c:2]1[c:3](-[c:20]2[cH:21][c:22]3[c:23]([s:24]2)[cH:25][cH:26][c:27]([NH2:29])[cH:28]3)[n:4][c:5]([NH:8][CH2:9][CH2:10][N:11]2[C:12](=[O:19])[NH:13][C:14](=[O:18])[C:15]2([CH3:16])[CH3:17])[n:6][cH:7]1. The reactants are COC1=C(C=CC=C1)CCCN1[C@H](CN[C@@H](C1)C)C (trans-1-[3-(o-methoxyphenyl)propyl]-2,5-dimethylpiperazine), O1C(=CC=C1)C(=O)Cl (2-furoyl chloride). Solvent: C1=CC=CC=C1 (benzene). Product: Cl.COC1=C(C=CC=C1)CCCN1[C@H](CN([C@@H](C1)C)C(=O)C=1OC=CC1)C (trans-1-[3-(o-Methoxyphenyl)propyl]-2,5-dimethyl-4-(2-furoyl)piperazine hydrochloride). Reaction SMILES: [CH3:1][O:2][C:3]1[CH:8]=[CH:7][CH:6]=[CH:5][C:4]=1[CH2:9][CH2:10][CH2:11][N:12]1[CH2:17][C@@H:16]([CH3:18])[NH:15][CH2:14][C@@H:13]1[CH3:19].[O:20]1[CH:24]=[CH:23][CH:22]=[C:21]1[C:25]([Cl:27])=[O:26]>C1C=CC=CC=1>[ClH:27].[CH3:1][O:2][C:3]1[CH:8]=[CH:7][CH:6]=[CH:5][C:4]=1[CH2:9][CH2:10][CH2:11][N:12]1[CH2:17][C@@H:16]([CH3:18])[N:15]([C:25]([C:21]2[O:20][CH:24]=[CH:23][CH:22]=2)=[O:26])[CH2:14][C@@H:13]1[CH3:19] |f:3.4|. Procedure details: The compound was obtained by following the same process as in Example 2 from a mixture of trans-1-[3-(o-methoxyphenyl)propyl]-2,5-dimethylpiperazine [b.p. 146° - 150°C (2 mmHg), dipicrate, m.p. 260° - 265°C], 2-furoyl chloride and benzene. The reactants are [Li]C(C)(C)C, CCOCC, C[Si](C)(C)CCOCOc1cccnc1, C[Si](C)(C)Cl, O. Product: C[Si](C)(C)CCOCOc1cnccc1[Si](C)(C)C. Reaction SMILES: [C:1]([Li:2])([CH3:3])([CH3:4])[CH3:5].[CH3:27][CH2:28][O:29][CH2:30][CH3:31].[CH3:6][Si:7]([CH2:8][CH2:9][O:10][CH2:11][O:12][c:13]1[cH:14][n:15][cH:16][cH:17][cH:18]1)([CH3:19])[CH3:20].[Cl:21][Si:22]([CH3:23])([CH3:24])[CH3:25].[OH2:26]>>[CH3:6][Si:7]([CH2:8][CH2:9][O:10][CH2:11][O:12][c:13]1[cH:14][n:15][cH:16][cH:17][c:18]1[Si:22]([CH3:23])([CH3:24])[CH3:25])([CH3:19])[CH3:20]. Reactants: BrC=1C=C(C=C(C1)OC(F)(F)F)C1=CC(=NN1C=1C=NC(=CC1)Cl)C(=O)O (5-(3-Bromo-5-trifluoromethoxyphenyl)-1-(6-chloropyridin-3-yl)-1H-pyrazole-3-carboxylic acid), ClC=1C=C(C=C(C1)F)C1=CC(=NN1C=1C=NC=CC1)C(=O)N1CC(NCC1)=O (4-{[5-(3-Chloro-5-fluorophenyl)-1-(pyridin-3-yl)-1H-pyrazol-3-yl]carbonyl}piperazin-2-one), S1CNCC1 (thiazolidine). Yields the product BrC=1C=C(C=C(C1)OC(F)(F)F)C1=CC(=NN1C=1C=NC(=CC1)Cl)C(=O)N1CSCC1 ({5-[3-Bromo-5-(trifluoromethoxy)phenyl]-1-(6-chloropyridin-3-yl)-1H-pyrazol-3-yl}(1,3-thiazolidin-3-yl)methanone). Reaction SMILES: [Br:1][C:2]1[CH:3]=[C:4]([C:13]2[N:17]([C:18]3[CH:19]=[N:20][C:21]([Cl:24])=[CH:22][CH:23]=3)[N:16]=[C:15]([C:25](O)=[O:26])[CH:14]=2)[CH:5]=[C:6]([O:8][C:9]([F:12])([F:11])[F:10])[CH:7]=1.ClC1C=C(C2N(C3C=NC=CC=3)N=C(C(N3CCNC(=O)C3)=O)C=2)C=C(F)C=1.[S:56]1[CH2:60][CH2:59][NH:58][CH2:57]1>>[Br:1][C:2]1[CH:3]=[C:4]([C:13]2[N:17]([C:18]3[CH:19]=[N:20][C:21]([Cl:24])=[CH:22][CH:23]=3)[N:16]=[C:15]([C:25]([N:58]3[CH2:59][CH2:60][S:56][CH2:57]3)=[O:26])[CH:14]=2)[CH:5]=[C:6]([O:8][C:9]([F:10])([F:12])[F:11])[CH:7]=1. Reported procedure: 170 mg (0.28 mmol, 76% purity) of the compound of Example 40A is reacted analogously to the synthesis of the compound of Example 4 with 27 mg (0.30 mmol) of thiazolidine. 96 mg (62% of theory) of the title compound is obtained. Reactants: CCO, Cl, [Na+], [OH-], O, Cl[Sn]Cl, Nc1nc(-c2ccco2)c2nnn(Cc3cccc([N+](=O)[O-])c3)c2n1. Product: Nc1cccc(Cn2nnc3c(-c4ccco4)nc(N)nc32)c1. RXN SMILES: [CH3:31][CH2:32][OH:33].[ClH:34].[Na+:30].[OH-:29].[OH2:35].[Sn:26]([Cl:27])[Cl:28].[o:1]1[c:2](-[c:6]2[c:7]3[c:8]([n:9][c:10]([NH2:12])[n:11]2)[n:13]([CH2:16][c:17]2[cH:18][c:19]([N+:23]([O-:24])=[O:25])[cH:20][cH:21][cH:22]2)[n:14][n:15]3)[cH:3][cH:4][cH:5]1>>[o:1]1[c:2](-[c:6]2[c:7]3[c:8]([n:9][c:10]([NH2:12])[n:11]2)[n:13]([CH2:16][c:17]2[cH:18][c:19]([NH2:23])[cH:20][cH:21][cH:22]2)[n:14][n:15]3)[cH:3][cH:4][cH:5]1.